From a dataset of the Open Reaction Database (ORD), a public repository of structured organic reaction records. describe an organic reaction: reactants, conditions, products, and yield The reactants are C[S-], CCOCC, CC(C)(C)OC(=O)N1C2CCC1CC(COS(C)(=O)=O)(C1CCCCC1)C2, [Na+], CN(C)C=O. Product: CSCC1(C2CCCCC2)CC2CCC(C1)N2C(=O)OC(C)(C)C. As a reaction SMILES: [CH3:28][S-:29].[CH3:31][CH2:32][O:33][CH2:34][CH3:35].[CH:1]1([C:7]2([CH2:22][O:23][S:24]([CH3:25])(=[O:26])=[O:27])[CH2:8][CH:9]3[CH2:10][CH2:11][CH:12]([CH2:13]2)[N:14]3[C:15](=[O:16])[O:17][C:18]([CH3:19])([CH3:20])[CH3:21])[CH2:2][CH2:3][CH2:4][CH2:5][CH2:6]1.[Na+:30].[O:36]=[CH:37][N:38]([CH3:39])[CH3:40]>>[CH:1]1([C:7]2([CH2:22][S:29][CH3:28])[CH2:8][CH:9]3[CH2:10][CH2:11][CH:12]([CH2:13]2)[N:14]3[C:15](=[O:16])[O:17][C:18]([CH3:19])([CH3:20])[CH3:21])[CH2:2][CH2:3][CH2:4][CH2:5][CH2:6]1. Starting materials: Cc1ccc(C=C2CSCC(=Cc3ccc(C)cc3)C2=O)cc1, CC(C)=O, NC1=NCCS1. Product: Cc1ccc(C=C2CSCC(=Cc3ccc(C)cc3)C2(O)NC2=NCCS2)cc1. As a reaction SMILES: [CH3:1][c:2]1[cH:3][cH:4][c:5]([CH:8]=[C:9]2[CH2:10][S:11][CH2:12][C:13](=[CH:16][c:17]3[cH:18][cH:19][c:20]([CH3:23])[cH:21][cH:22]3)[C:14]2=[O:15])[cH:6][cH:7]1.[CH3:30][C:31](=[O:32])[CH3:33].[NH2:24][C:25]1=[N:29][CH2:28][CH2:27][S:26]1>>[CH3:1][c:2]1[cH:3][cH:4][c:5]([CH:8]=[C:9]2[CH2:10][S:11][CH2:12][C:13](=[CH:16][c:17]3[cH:18][cH:19][c:20]([CH3:23])[cH:21][cH:22]3)[C:14]2([OH:15])[NH:24][C:25]2=[N:29][CH2:28][CH2:27][S:26]2)[cH:6][cH:7]1. Reactants: CC(C)(C)c1cccc(C(C)(C)C)c1O, [Cl-], Cc1ccc(C(=O)Cl)c(Cl)n1. Yields the product Cc1ccc(C(=O)c2cc(C(C)(C)C)c(O)c(C(C)(C)C)c2)c(Cl)n1. Reaction SMILES: [C:12]([CH3:13])([CH3:14])([CH3:15])[c:16]1[c:17]([OH:26])[c:18]([C:22]([CH3:23])([CH3:24])[CH3:25])[cH:19][cH:20][cH:21]1.[Cl-:27].[Cl:1][c:2]1[c:3]([C:4](=[O:5])[Cl:6])[cH:7][cH:8][c:9]([CH3:11])[n:10]1>>[Cl:1][c:2]1[c:3]([C:4](=[O:5])[c:20]2[cH:19][c:18]([C:22]([CH3:23])([CH3:24])[CH3:25])[c:17]([OH:26])[c:16]([C:12]([CH3:13])([CH3:14])[CH3:15])[cH:21]2)[cH:7][cH:8][c:9]([CH3:11])[n:10]1. Run in CS(=O)C (dimethylsulfoxide), C(C)(=O)OCC (ethyl acetate). Yields the product C(C)(=O)O[C@H]1C[C@@H](N(CC1)C(=O)OC(C)(C)C)C1=CC=C(C=C1)F ((±)-(2R,4R)-tert-butyl 4-acetoxy-2-(4-fluorophenyl)piperidine-1-carboxylate). The yield is 55.6%. Reactants: FC1=CC=C(C=C1)[C@H]1N(CC[C@H](C1)OS(=O)(=O)C)C(=O)OC(C)(C)C ((±)-(2S,4R)-tert-butyl 2-(4-fluorophenyl)-4-(methylsulfonyloxy)piperidine-1-carboxylate), C(C)(=O)[O-].[Na+] (sodium acetate). Reaction SMILES: [F:1][C:2]1[CH:7]=[CH:6][C:5]([C@@H:8]2[CH2:13][C@H:12]([O:14]S(C)(=O)=O)[CH2:11][CH2:10][N:9]2[C:19]([O:21][C:22]([CH3:25])([CH3:24])[CH3:23])=[O:20])=[CH:4][CH:3]=1.[C:26]([O-])(=[O:28])[CH3:27].[Na+]>CS(C)=O.C(OCC)(=O)C>[C:26]([O:14][C@@H:12]1[CH2:11][CH2:10][N:9]([C:19]([O:21][C:22]([CH3:25])([CH3:24])[CH3:23])=[O:20])[C@@H:8]([C:5]2[CH:6]=[CH:7][C:2]([F:1])=[CH:3][CH:4]=2)[CH2:13]1)(=[O:28])[CH3:27] |f:1.2|. Procedure: A solution of (±)-(2S,4R)-tert-butyl 2-(4-fluorophenyl)-4-(methylsulfonyloxy)piperidine-1-carboxylate (0.30 g, 0.80 mmol) and sodium acetate (0.33 g, 4.0 mmol) in dimethylsulfoxide (15 mL) was heated to 90° C. for 2.5 hours. After cooling, the reaction mixture was diluted with ethyl acetate (40 mL), and washed with water (25 mL) and brine (25 mL). The organic layer was dried over anhydrous sodium sulfate then filtered and concentrated. The residue was purified by silica gel column chromatography... Starting materials: C(C)NC(CCCC1=CC=C(C=C1)[N+](=O)[O-])C (N-ethyl-α-methyl-4-nitrobenzenebutanamine), C([O-])([O-])=O.[Na+].[Na+] (sodium carbonate), O (water), C(CCCCCC)(=O)Cl (heptanoyl chloride). Run in CC(=O)C (acetone), CC(=O)C (acetone). Reaction conditions: time 8 hour. Yields the product C(C)N(C(CCCCCC)=O)C(CCCC1=CC=C(C=C1)[N+](=O)[O-])C (N-ethyl-N-[1-methyl-4-(4-nitrophenyl)butyl]heptanamide). Yield: 76.4%. RXN SMILES: C(=O)([O-])[O-].[Na+].[Na+].O.[CH2:8]([NH:10][CH:11]([CH3:24])[CH2:12][CH2:13][CH2:14][C:15]1[CH:20]=[CH:19][C:18]([N+:21]([O-:23])=[O:22])=[CH:17][CH:16]=1)[CH3:9].[C:25](Cl)(=[O:32])[CH2:26][CH2:27][CH2:28][CH2:29][CH2:30][CH3:31]>CC(C)=O>[CH2:8]([N:10]([CH:11]([CH3:24])[CH2:12][CH2:13][CH2:14][C:15]1[CH:16]=[CH:17][C:18]([N+:21]([O-:23])=[O:22])=[CH:19][CH:20]=1)[C:25](=[O:32])[CH2:26][CH2:27][CH2:28][CH2:29][CH2:30][CH3:31])[CH3:9] |f:0.1.2|. Reported procedure: A 500 ml 3-neck round bottom flask fitted with a thermometer and addition funnel was charged with 7.65 g of sodium carbonate and 70 ml of water. To this mixture was added 6.8 g (0.029 mol) of N-ethyl-α-methyl-4-nitrobenzenebutanamine and 70 ml of acetone. The resulting mixture was cooled to slightly below 25° C. and 4.5 ml (0.029 mol) of heptanoyl chloride and 70 ml of acetone were added while maintaining the temperature of the mixture in the range of about 20°-25° C. The suspension was stirred ...